This data is from the Open Reaction Database (ORD), a public repository of structured organic reaction records. The task is: describe an organic reaction: reactants, conditions, products, and yield Starting materials: 7R, 7S, C(C1=CC=CC=C1)N(CCOCC1COC2=C(C=3N(C1)C=1C=C(C=CC1C3C3CCCCC3)C(=O)O)C=CC=C2)C (7-({2-[benzyl(methyl)amino]ethoxy}methyl)-14-cyclohexyl-7,8-dihydro-6H-indolo[1,2-e][1,5]benzoxazocine-11-carboxylic acid), C(CCl)Cl (EDC), COC(CN(S(=O)(=O)N)C)OC (N-(2,2-dimethoxyethyl)-N-methylsulfamide). The reagents and catalysts are CN(C)C=1C=CN=CC1 (DMAP). Solvent: CCOC(=O)C (EtOAc), C(Cl)Cl (DCM). Run at temperature 40 celsius, time 2 hour. The product is C(C1=CC=CC=C1)N(CCOCC1COC2=C(C=3N(C1)C=1C=C(C=CC1C3C3CCCCC3)C(=O)NS(=O)(=O)N(C)CC(OC)OC)C=CC=C2)C (7-({2-[benzyl(methyl)amino]ethoxy}methyl)-14-cyclohexyl-N-{[(2,2-dimethoxyethyl)(methyl)amino]sulfonyl}-7,8-dihydro-6H-indolo[1,2-e][1,5]benzoxazocine-11-carboxamide). RXN SMILES: [CH2:1]([N:8]([CH3:41])[CH2:9][CH2:10][O:11][CH2:12][CH:13]1[CH2:20][N:19]2[C:21]3[CH:22]=[C:23]([C:34]([OH:36])=O)[CH:24]=[CH:25][C:26]=3[C:27]([CH:28]3[CH2:33][CH2:32][CH2:31][CH2:30][CH2:29]3)=[C:18]2[C:17]2[CH:37]=[CH:38][CH:39]=[CH:40][C:16]=2[O:15][CH2:14]1)[C:2]1[CH:7]=[CH:6][CH:5]=[CH:4][CH:3]=1.C(Cl)CCl.[CH3:46][O:47][CH:48]([O:56][CH3:57])[CH2:49][N:50]([CH3:55])[S:51]([NH2:54])(=[O:53])=[O:52]>C(Cl)Cl.CN(C1C=CN=CC=1)C.CCOC(C)=O>[CH2:1]([N:8]([CH3:41])[CH2:9][CH2:10][O:11][CH2:12][CH:13]1[CH2:20][N:19]2[C:21]3[CH:22]=[C:23]([C:34]([NH:54][S:51]([N:50]([CH2:49][CH:48]([O:47][CH3:46])[O:56][CH3:57])[CH3:55])(=[O:53])=[O:52])=[O:36])[CH:24]=[CH:25][C:26]=3[C:27]([CH:28]3[CH2:33][CH2:32][CH2:31][CH2:30][CH2:29]3)=[C:18]2[C:17]2[CH:37]=[CH:38][CH:39]=[CH:40][C:16]=2[O:15][CH2:14]1)[C:2]1[CH:7]=[CH:6][CH:5]=[CH:4][CH:3]=1. Reported procedure: A solution of (7R or 7S)-7-({2-[benzyl(methyl)amino]ethoxy}methyl)-14-cyclohexyl-7,8-dihydro-6H-indolo[1,2-e][1,5]benzoxazocine-11-carboxylic acid in dry DCM (0.06 M) was treated with DMAP (3 eq), EDC (1.5 eq) and N-(2,2-dimethoxyethyl)-N-methylsulfamide (prepared as described in example 1 step 1). The mixture was stirred at 40° C. for 2 h, and then diluted with EtOAc, washed with 1N HCl (aq), sat. aq. NaHCO3 and brine, dried (Na2SO4), filtered and concentrated in vacuo to give the title compoun... Starting materials: COc1ccc(C(OCC2OC(n3ccc(=O)[nH]c3=O)C(OCOCC(C(F)(F)F)C(F)(F)F)C2O[PH](O)(CCC#N)N(C(C)C)C(C)C)(c2ccccc2)c2ccc(OC)cc2)cc1, COc1ccc(C(OCC2OC(n3ccc(NC(C)=O)nc3=O)C(OCOCC(C(F)(F)F)C(F)(F)F)C2O)(c2ccccc2)c2ccc(OC)cc2)cc1. Product: COc1ccc(C(OCC2OC(n3ccc(NC(C)=O)nc3=O)C(OCOCC(C(F)(F)F)C(F)(F)F)C2O[PH](O)(CCC#N)N(C(C)C)C(C)C)(c2ccccc2)c2ccc(OC)cc2)cc1. Reaction SMILES: [C:1](#[N:2])[CH2:3][CH2:4][PH:5]([OH:6])([N:7]([CH:8]([CH3:9])[CH3:10])[CH:11]([CH3:12])[CH3:13])[O:14][CH:15]1[CH:16]([O:53][CH2:54][O:55][CH2:56][CH:57]([C:58]([F:59])([F:60])[F:61])[C:62]([F:63])([F:64])[F:65])[CH:17]([n:45]2[c:46](=[O:47])[nH:48][c:49](=[O:50])[cH:51][cH:52]2)[O:18][CH:19]1[CH2:20][O:21][C:22]([c:23]1[cH:24][cH:25][c:26]([O:29][CH3:30])[cH:27][cH:28]1)([c:31]1[cH:32][cH:33][c:34]([O:37][CH3:38])[cH:35][cH:36]1)[c:39]1[cH:40][cH:41][cH:42][cH:43][cH:44]1.[C:66]([CH3:67])(=[O:68])[NH:69][c:70]1[cH:71][cH:72][n:73]([CH:74]2[O:75][CH:76]([CH2:77][O:78][C:79]([c:80]3[cH:81][cH:82][cH:83][cH:84][cH:85]3)([c:86]3[cH:87][cH:88][c:89]([O:90][CH3:91])[cH:92][cH:93]3)[c:94]3[cH:95][cH:96][c:97]([O:98][CH3:99])[cH:100][cH:101]3)[CH:102]([OH:103])[CH:104]2[O:105][CH2:106][O:107][CH2:108][CH:109]([C:110]([F:111])([F:112])[F:113])[C:114]([F:115])([F:116])[F:117])[c:118](=[O:119])[n:120]1>>[C:1](#[N:2])[CH2:3][CH2:4][PH:5]([OH:6])([N:7]([CH:8]([CH3:9])[CH3:10])[CH:11]([CH3:12])[CH3:13])[O:14][CH:15]1[CH:16]([O:53][CH2:54][O:55][CH2:56][CH:57]([C:58]([F:59])([F:60])[F:61])[C:62]([F:63])([F:64])[F:65])[CH:17]([n:45]2[c:46](=[O:47])[n:48][c:49]([NH:69][C:66]([CH3:67])=[O:68])[cH:51][cH:52]2)[O:18][CH:19]1[CH2:20][O:21][C:22]([c:23]1[cH:24][cH:25][c:26]([O:29][CH3:30])[cH:27][cH:28]1)([c:31]1[cH:32][cH:33][c:34]([O:37][CH3:38])[cH:35][cH:36]1)[c:39]1[cH:40][cH:41][cH:42][cH:43][cH:44]1. Starting materials: CN(C(=N)N(C)C)C (1,1,3,3-tetramethylguanidine), COC1=CC=C(C=C1)CC#C (1-methoxy-4-prop-2-ynyl-benzene), NC=1C(=CC(=C(C1)[C@]1(N=C(OCC1(F)F)N)C)F)I ((R)-4-(5-amino-2-fluoro-4-iodo-phenyl)-5,5-difluoro-4-methyl-5,6-dihydro-4H-[1,3]oxazin-2-ylamine). The reagents and catalysts are C1=CC=C(C=C1)P(C2=CC=CC=C2)C3=CC=CC=C3.C1=CC=C(C=C1)P(C2=CC=CC=C2)C3=CC=CC=C3.Cl[Pd]Cl (bis-(triphenylphosphin)-palladium(II)dichlorid), [Cu]I (copper (I) iodide). Run in C(O)([O-])=O.[Na+] (sodium hydrogencarbonate), CN(C=O)C (N,N-dimethylformamide), CN(C=O)C (N,N-dimethylformamide). Reaction conditions: temperature 80 celsius, time 5 minute. Yields the product FC1([C@@](N=C(OC1)N)(C)C1=C(C=C2C=C(NC2=C1)CC1=CC=C(C=C1)OC)F)F ((R)-5,5-difluoro-4-[5-fluoro-2-(4-methoxy-benzyl)-1H-indol-6-yl]-4-methyl-5,6-dihydro-4H-[1,3]oxazin-2-ylamine). Yield: 33.4%. Reaction SMILES: [NH2:1][C:2]1[C:3](I)=[CH:4][C:5]([F:18])=[C:6]([C@:8]2([CH3:17])[C:13]([F:15])([F:14])[CH2:12][O:11][C:10]([NH2:16])=[N:9]2)[CH:7]=1.CN(C)C(N(C)C)=N.[CH3:28][O:29][C:30]1[CH:35]=[CH:34][C:33]([CH2:36][C:37]#[CH:38])=[CH:32][CH:31]=1>CN(C)C=O.C(=O)([O-])O.[Na+].C1C=CC(P(C2C=CC=CC=2)C2C=CC=CC=2)=CC=1.C1C=CC(P(C2C=CC=CC=2)C2C=CC=CC=2)=CC=1.Cl[Pd]Cl.[Cu]I>[F:14][C:13]1([F:15])[CH2:12][O:11][C:10]([NH2:16])=[N:9][C@@:8]1([C:6]1[CH:7]=[C:2]2[C:3]([CH:38]=[C:37]([CH2:36][C:33]3[CH:32]=[CH:31][C:30]([O:29][CH3:28])=[CH:35][CH:34]=3)[NH:1]2)=[CH:4][C:5]=1[F:18])[CH3:17] |f:4.5,6.7.8|. Procedure: A solution of (R)-4-(5-amino-2-fluoro-4-iodo-phenyl)-5,5-difluoro-4-methyl-5,6-dihydro-4H-[1,3]oxazin-2-ylamine (intermediate B6.1) (100 mg, 260 μmol) N,N-dimethylformamide (0.5 ml) was purged with argon for 10 minutes. Thereafter, 1,1,3,3-tetramethylguanidine (74.8 mg, 81.3 μl, 649 μmol), bis-(triphenylphosphin)-palladium(II)dichlorid (9.11 mg, 13.0 μmol) and copper (I) iodide (7.42 mg, 38.9 μmol) were added. After 5 minutes at room temperature, a solution of 1-methoxy-4-prop-2-ynyl-benzene (CA...